Task: describe an organic reaction: reactants, conditions, products, and yield. Dataset: the Open Reaction Database (ORD), a public repository of structured organic reaction records Starting materials: [Al+3], Cn1c2ccccc2c2ccsc21, [Cl-], [Cl-], [Cl-], ClCCCl, O=C(Oc1ccccn1)C(F)(F)F, O. Product: Cn1c2ccccc2c2c(C(=O)C(F)(F)F)csc21. As a reaction SMILES: [Al+3:28].[CH3:1][n:2]1[c:3]2[c:4]([c:5]3[cH:6][cH:7][cH:8][cH:9][c:10]13)[cH:11][cH:12][s:13]2.[Cl-:27].[Cl-:29].[Cl-:30].[Cl:32][CH2:33][CH2:34][Cl:35].[F:14][C:15]([C:16](=[O:17])[O:18][c:19]1[cH:20][cH:21][cH:22][cH:23][n:24]1)([F:25])[F:26].[OH2:31]>>[CH3:1][n:2]1[c:3]2[c:4]([c:5]3[cH:6][cH:7][cH:8][cH:9][c:10]13)[c:11]([C:16]([C:15]([F:14])([F:25])[F:26])=[O:17])[cH:12][s:13]2. Reactants: CC(=O)C[C@@H](C=1C=CC=CC1)C2=C(C=3C=CC=CC3OC2=O)O (S-warfarin), CC(=O)C(C(C1=CC=CC=C1)C2=C(C3=CC=CC=C3OC2=O)O)O (10-hydroxywarfarin). Product: CC(=O)C[C@H](C1=CC=CC=C1)C2=C(C3=CC=CC=C3OC2=O)O (R-warfarin), CC(=O)C(C(C1=CC=CC=C1)C2=C(C3=CC=CC=C3OC2=O)O)O (10-hydroxywarfarin). As a reaction SMILES: [CH3:1][C:2]([CH2:4][C@H:5]([C:12]1[C:21](=[O:22])[O:20][C:19]2[CH:18]=[CH:17][CH:16]=[CH:15][C:14]=2[C:13]=1[OH:23])[C:6]1[CH:7]=[CH:8][CH:9]=[CH:10][CH:11]=1)=[O:3].[CH3:24][C:25]([CH:27]([OH:47])[CH:28]([C:35]1[C:44](=[O:45])[O:43][C:42]2[C:37](=[CH:38][CH:39]=[CH:40][CH:41]=2)[C:36]=1[OH:46])[C:29]1[CH:34]=[CH:33][CH:32]=[CH:31][CH:30]=1)=[O:26]>>[CH3:1][C:2]([CH2:4][C@@H:5]([C:12]1[C:21](=[O:22])[O:20][C:19]2[C:14](=[CH:15][CH:16]=[CH:17][CH:18]=2)[C:13]=1[OH:23])[C:6]1[CH:7]=[CH:8][CH:9]=[CH:10][CH:11]=1)=[O:3].[CH3:24][C:25]([CH:27]([OH:47])[CH:28]([C:35]1[C:44](=[O:45])[O:43][C:42]2[C:37](=[CH:38][CH:39]=[CH:40][CH:41]=2)[C:36]=1[OH:46])[C:29]1[CH:30]=[CH:31][CH:32]=[CH:33][CH:34]=1)=[O:26]. Procedure: The microsomal incubations with R and S-warfarin clearly demonstrate the formation of all four 10-hydroxywarfarin isomers by human liver microsomes (FIG. 4). Incubations with R-warfarin (FIG. 7) produced two product peaks with the 10-hydroxywarfarin specific SRM as observed at 7.06 and 7.74 min at a ratio of 1:10 (25 μM reaction) or 1:18 (500 μM reaction). The presence of two peaks confirms the addition of a second chiral center of 10-hydroxywarfarin (FIG. 4). Similarly, two 10-hydroxywarfarin p... Reactants: ClC=1C=C(C(=O)OC)C=C(N1)C=O (methyl 2-chloro-6-formylisonicotinate), FC1=CC=C(C=N1)C1=NC(=CC(=C1)C(=O)OC)C(=O)O (6′-fluoro-4-(methoxycarbonyl)-2,3′-bipyridine-6-carboxylic acid). Yields the product FC1=CC=C(C=N1)C1=NC(=CC(=C1)C(=O)OC)C=O (methyl 6′-fluoro-6-formyl-2,3′-bipyridine-4-carboxylate). As a reaction SMILES: ClC1C=C(C=C(C=O)N=1)C(OC)=O.[F:14][C:15]1[N:20]=[CH:19][C:18]([C:21]2[CH:26]=[C:25]([C:27]([O:29][CH3:30])=[O:28])[CH:24]=[C:23]([C:31](O)=[O:32])[N:22]=2)=[CH:17][CH:16]=1>>[F:14][C:15]1[N:20]=[CH:19][C:18]([C:21]2[CH:26]=[C:25]([C:27]([O:29][CH3:30])=[O:28])[CH:24]=[C:23]([CH:31]=[O:32])[N:22]=2)=[CH:17][CH:16]=1. Procedure: methyl 6′-fluoro-6-formyl-2,3′-bipyridine-4-carboxylate was synthesized from methyl 2-chloro-6-formylisonicotinate and converted to 6′-fluoro-4-(methoxycarbonyl)-2,3′-bipyridine-6-carboxylic acid following the general procedures as described herein. Starting materials: NC1=NC(=C(C(=N1)NCCCC)CC1=CC=C(C=C1)CC#N)C (2-(4-((2-Amino-4-(butylamino)-6-methylpyrimidin-5-yl)methyl)phenyl)acetonitrile), C(C)(=O)O (acetic acid). Solvent: CO (MeOH), [OH-].[K+] (KOH), O (water). The product is NC1=NC(=C(C(=N1)NCCCC)CC1=CC=C(C=C1)CC(=O)O)C (2-(4-((2-Amino-4-(butylamino)-6-methylpyrimidin-5-yl)methyl)phenyl)acetic acid). RXN SMILES: [NH2:1][C:2]1[N:7]=[C:6]([NH:8][CH2:9][CH2:10][CH2:11][CH3:12])[C:5]([CH2:13][C:14]2[CH:19]=[CH:18][C:17](CC#N)=[CH:16][CH:15]=2)=[C:4]([CH3:23])[N:3]=1.[C:24]([OH:27])(=[O:26])[CH3:25]>CO.[OH-].[K+].O>[NH2:1][C:2]1[N:7]=[C:6]([NH:8][CH2:9][CH2:10][CH2:11][CH3:12])[C:5]([CH2:13][C:14]2[CH:15]=[CH:16][C:17]([CH2:25][C:24]([OH:27])=[O:26])=[CH:18][CH:19]=2)=[C:4]([CH3:23])[N:3]=1 |f:3.4|. Procedure details: The product from step (v) in MeOH (10 ml) and 5M KOH in water (3 ml) was heated under reflux for 18 h. The mixture was neutralised with acetic acid then purified by RPHPLC to afford the subtitle compound, 0.168 g.